This data is from the Open Reaction Database (ORD), a public repository of structured organic reaction records. The task is: describe an organic reaction: reactants, conditions, products, and yield Reactants: OCCCC\C=C/CCCCCCCCCC(=O)OC (methyl Z-16-hydroxyhexadec-11-enoate), [OH-].[K+] (potassium hydroxide), ClCC(CO)O (3-chloropropane-1,2-diol). Run in CO (methanol). Reaction conditions: temperature 60 celsius, time 1 hour. Yields the product O1C(CCCCCCCCC\C=C/CCCC1)=O (12Z-oxacycloheptadec-12-en-2-one). The yield is 78.8%. RXN SMILES: OC[CH2:3][CH2:4][CH2:5]/[CH:6]=[CH:7]\[CH2:8][CH2:9][CH2:10][CH2:11][CH2:12][CH2:13][CH2:14][CH2:15][CH2:16][C:17]([O:19][CH3:20])=[O:18].[OH-].[K+].ClCC(O)CO>CO>[O:19]1[CH2:20][CH2:3][CH2:4][CH2:5][CH:6]=[CH:7][CH2:8][CH2:9][CH2:10][CH2:11][CH2:12][CH2:13][CH2:14][CH2:15][CH2:16][C:17]1=[O:18] |f:1.2|. Procedure details: 240 g (0.84 mol) of methyl Z-16-hydroxyhexadec-11-enoate and 50 g of potassium hydroxide were dissolved in 500 ml of methanol in a 3 liter flask. The mixture was heated to reflux temperature for 2 hours. Then, the methanol was distilled off and 800 ml of glycerol were added to the residue. 250 ml of glycerol were distilled off (150° C., 3 mmHg). 160 g (1.45 mol) of 3-chloropropane-1,2-diol were added slowly at 150° C. and the mixture was stirred at this temperature for 1 hour. Then, 200 ml of a ... The reactants are CCOC(C)=O, CO, CN(C)C=O, CS(=O)(=O)Nc1ccc([N+](=O)[O-])cc1. Product: CS(=O)(=O)Nc1ccc(N)cc1. As a reaction SMILES: [CH3:15][CH2:16][O:17][C:18](=[O:19])[CH3:20].[CH3:21][OH:22].[CH3:23][N:24]([CH3:25])[CH:26]=[O:27].[N+:1]([O-:2])(=[O:3])[c:4]1[cH:5][cH:6][c:7]([NH:10][S:11](=[O:12])(=[O:13])[CH3:14])[cH:8][cH:9]1>>[NH2:1][c:4]1[cH:5][cH:6][c:7]([NH:10][S:11](=[O:12])(=[O:13])[CH3:14])[cH:8][cH:9]1.